This data is from the Open Reaction Database (ORD), a public repository of structured organic reaction records. The task is: describe an organic reaction: reactants, conditions, products, and yield Starting materials: NC1=CC=C(C(=O)OC)C=C1 (methyl 4-aminobenzoate), CC1=NOC(=C1/C=C/C(=O)O)C1=CC=CC=C1 ((E)-3-(3-methyl-5-phenyl-4-isoxazolyl)propenoic acid), O.ON1N=NC2=C1C=CC=C2 (1-hydroxy-1H-1,2,3-benzotriazole hydrate), Cl.C(C)N=C=NCCCN(C)C (1-ethyl-3-(3-dimethylaminopropyl)carbodiimide hydrochloride). The solvent is CN(C=O)C (N,N-dimethylformamide), O (water). Run at time 8 hour. The product is COC(=O)C1=CC=C(C=C1)NC(\C=C\C=1C(=NOC1C1=CC=CC=C1)C)=O ((E)-N-(4-methoxycarbonylphenyl)-3-(3-methyl-5-phenyl-4-isoxazolyl)propenamide). Yield: 92.2%. RXN SMILES: [NH2:1][C:2]1[CH:11]=[CH:10][C:5]([C:6]([O:8][CH3:9])=[O:7])=[CH:4][CH:3]=1.[CH3:12][C:13]1[C:17](/[CH:18]=[CH:19]/[C:20](O)=[O:21])=[C:16]([C:23]2[CH:28]=[CH:27][CH:26]=[CH:25][CH:24]=2)[O:15][N:14]=1.O.ON1C2C=CC=CC=2N=N1.Cl.C(N=C=NCCCN(C)C)C>O.CN(C)C=O>[CH3:9][O:8][C:6]([C:5]1[CH:4]=[CH:3][C:2]([NH:1][C:20](=[O:21])/[CH:19]=[CH:18]/[C:17]2[C:13]([CH3:12])=[N:14][O:15][C:16]=2[C:23]2[CH:24]=[CH:25][CH:26]=[CH:27][CH:28]=2)=[CH:11][CH:10]=1)=[O:7] |f:2.3,4.5|. Procedure: A mixture of methyl 4-aminobenzoate (0.30 g), (E)-3-(3-methyl-5-phenyl-4-isoxazolyl)propenoic acid (0.35 g), 1-hydroxy-1H-1,2,3-benzotriazole hydrate (0.27 g), 1-ethyl-3-(3-dimethylaminopropyl)carbodiimide hydrochloride (0.35 g) and N,N-dimethylformamide (15 ml) was stirred at room temperature overnight. The reaction mixture was poured into water and the mixture was extracted with ethyl acetate. The ethyl acetate layer was washed with dilute hydrochloric acid, saturated aqueous sodium hydrogenca... The reactants are [BH4-], CC(=O)O, CS(C)=O, O=[N+]([O-])C=Cc1ccc(OC2CCCCC2)cc1, [Na+]. Yields the product O=[N+]([O-])CCc1ccc(OC2CCCCC2)cc1. RXN SMILES: [BH4-:23].[CH3:1][C:2](=[O:3])[OH:4].[CH3:25][S:26](=[O:27])[CH3:28].[CH:5]1([O:11][c:12]2[cH:13][cH:14][c:15]([CH:18]=[CH:19][N+:20](=[O:21])[O-:22])[cH:16][cH:17]2)[CH2:6][CH2:7][CH2:8][CH2:9][CH2:10]1.[Na+:24]>>[CH:5]1([O:11][c:12]2[cH:13][cH:14][c:15]([CH2:18][CH2:19][N+:20](=[O:21])[O-:22])[cH:16][cH:17]2)[CH2:6][CH2:7][CH2:8][CH2:9][CH2:10]1. Reactants: CC(C)C(NC(=O)Cn1c(-c2ccccc2)ccc(NC(=O)OCc2ccccc2)c1=O)C(=O)C(F)(F)C(=O)NCCc1ccccc1, COc1ccccc1, ClCCl, O=S(=O)(O)C(F)(F)F. The product is CC(C)C(NC(=O)Cn1c(-c2ccccc2)ccc(N)c1=O)C(=O)C(F)(F)C(=O)NCCc1ccccc1. Reaction SMILES: [CH2:1]([O:2][C:3](=[O:4])[NH:11][c:12]1[c:13](=[O:48])[n:14]([CH2:24][C:25](=[O:26])[NH:27][CH:28]([C:29]([C:30]([C:31]([NH:32][CH2:33][CH2:34][c:35]2[cH:36][cH:37][cH:38][cH:39][cH:40]2)=[O:41])([F:42])[F:43])=[O:44])[CH:45]([CH3:46])[CH3:47])[c:15](-[c:18]2[cH:19][cH:20][cH:21][cH:22][cH:23]2)[cH:16][cH:17]1)[c:5]1[cH:6][cH:7][cH:8][cH:9][cH:10]1.[CH3:60][O:61][c:62]1[cH:63][cH:64][cH:65][cH:66][cH:67]1.[Cl:57][CH2:58][Cl:59].[OH:49][S:50]([C:51]([F:52])([F:53])[F:54])(=[O:55])=[O:56]>>[NH2:11][c:12]1[c:13](=[O:48])[n:14]([CH2:24][C:25](=[O:26])[NH:27][CH:28]([C:29]([C:30]([C:31]([NH:32][CH2:33][CH2:34][c:35]2[cH:36][cH:37][cH:38][cH:39][cH:40]2)=[O:41])([F:42])[F:43])=[O:44])[CH:45]([CH3:46])[CH3:47])[c:15](-[c:18]2[cH:19][cH:20][cH:21][cH:22][cH:23]2)[cH:16][cH:17]1.